Dataset: the Open Reaction Database (ORD), a public repository of structured organic reaction records. Task: describe an organic reaction: reactants, conditions, products, and yield The reactants are O=C1CC(c2cccc(Br)c2)C1, CCOC(=O)C=P(c1ccccc1)(c1ccccc1)c1ccccc1, ClCCl. Yields the product CCOC(=O)C=C1CC(c2cccc(Br)c2)C1. RXN SMILES: [Br:1][c:2]1[cH:3][c:4]([CH:8]2[CH2:9][C:10](=[O:12])[CH2:11]2)[cH:5][cH:6][cH:7]1.[CH2:13]([CH3:14])[O:15][C:16]([CH:17]=[P:18]([c:19]1[cH:20][cH:21][cH:22][cH:23][cH:24]1)([c:25]1[cH:26][cH:27][cH:28][cH:29][cH:30]1)[c:31]1[cH:32][cH:33][cH:34][cH:35][cH:36]1)=[O:37].[Cl:38][CH2:39][Cl:40]>>[Br:1][c:2]1[cH:3][c:4]([CH:8]2[CH2:9][C:10](=[CH:17][C:16]([O:15][CH2:13][CH3:14])=[O:37])[CH2:11]2)[cH:5][cH:6][cH:7]1. The reactants are S(=S)(=O)([O-])[O-].[Na+].[Na+] (sodium thiosulphate), [O-]O.C1(=CC=CC=C1)C(C)C (cumene hydroperoxide), C(C)(=O)OC(C)C (isopropyl acetate), S([O-])(O)=O.[Na+] (sodium bisulfite), CC=1C(=NC=CC1[N+](=O)[O-])CSC=1NC2=C(N1)C=CC=C2 (2-[[3-methyl-4-nitro-2-piridyl]methylthio]benzimidazole), C(C)[C@]([C@](C(=O)[O-])(O)CC)(O)C(=O)[O-] ((+)-diethyl-L-tartrate), [OH-].[Na+] (sodium hydroxide), C(C)(C)N(CC)C(C)C (diisopropylethylamine), [O-]O.C1(=CC=CC=C1)C(C)C (cumene hydroperoxide). The reagents and catalysts are CC([O-])C.[Ti+4].CC([O-])C.CC([O-])C.CC([O-])C (Titanium isopropoxide). Solvent: C1CCOC1 (THF), O (water). Conditions: time 30 minute. Yields the product CC=1C(=NC=CC1[N+](=O)[O-])C[S@@](=O)C=1NC2=C(N1)C=CC=C2 ((R)-2-[[[3-methyl-4-nitro-2-piridyl]-methyl]sulfinyl]benzimidazole). Isolated yield 80.0%. As a reaction SMILES: [CH3:1][C:2]1[C:3]([CH2:11][S:12][C:13]2[NH:14][C:15]3[CH:21]=[CH:20][CH:19]=[CH:18][C:16]=3[N:17]=2)=[N:4][CH:5]=[CH:6][C:7]=1[N+:8]([O-:10])=[O:9].C([C@@](C([O-])=O)(O)[C@@](CC)(O)C([O-])=[O:27])C.C(N(C(C)C)CC)(C)C.[O-]O.C1(C(C)C)C=CC=CC=1.S([O-])([O-])(=O)=S.[Na+].[Na+].[OH-].[Na+].C(OC(C)C)(=O)C.S(=O)(O)[O-].[Na+]>C1COCC1.CC(C)[O-].[Ti+4].CC(C)[O-].CC(C)[O-].CC(C)[O-].O>[CH3:1][C:2]1[C:3]([CH2:11][S@:12]([C:13]2[NH:17][C:16]3[CH:18]=[CH:19][CH:20]=[CH:21][C:15]=3[N:14]=2)=[O:27])=[N:4][CH:5]=[CH:6][C:7]=1[N+:8]([O-:10])=[O:9] |f:3.4,5.6.7,8.9,11.12,14.15.16.17.18|. Reported procedure: A mixture of 2-[[3-methyl-4-nitro-2-piridyl]methylthio]benzimidazole (10 g, 33 mmoles, containing 70 mg of water) and (+)-diethyl-L-tartrate (3.02 g, 14.6 mmoles), in THF (100 ml) is brought to reflux temperature and maintained under stirring for 30 minutes. Titanium isopropoxide (1.89 g, 6.66 mmoles) is added and the mixture is maintained under stirring at reflux temperature till the formation of a clear solution is achieved. The solution is then cooled and added with diisopropylethylamine (1.4... The reactants are C1CCOC1, C[Si](C)(C)[N-][Si](C)(C)C, COC(=O)N1CCC(=O)N(C)C1C(C)(C)C, CCCC(CC)CI, [Na+]. Yields the product CCCC(CC)CC1CN(C(=O)OC)C(C(C)(C)C)N(C)C1=O. As a reaction SMILES: [CH2:35]1[O:36][CH2:37][CH2:38][CH2:39]1.[CH3:18][Si:19]([N-:20][Si:21]([CH3:22])([CH3:23])[CH3:24])([CH3:25])[CH3:26].[CH3:1][O:2][C:3](=[O:4])[N:5]1[CH:6]([C:13]([CH3:14])([CH3:15])[CH3:16])[N:7]([CH3:12])[C:8](=[O:11])[CH2:9][CH2:10]1.[I:27][CH2:28][CH:29]([CH2:30][CH3:31])[CH2:32][CH2:33][CH3:34].[Na+:17]>>[CH3:1][O:2][C:3](=[O:4])[N:5]1[CH:6]([C:13]([CH3:14])([CH3:15])[CH3:16])[N:7]([CH3:12])[C:8](=[O:11])[CH:9]([CH2:28][CH:29]([CH2:30][CH3:31])[CH2:32][CH2:33][CH3:34])[CH2:10]1. The reactants are CO, [H][H], O=C(OCc1ccccc1)N1CCCC2(CCN(C3CCC(O)CC3)C2=O)C1. The product is O=C1N(C2CCC(O)CC2)CCC12CCCNC2. RXN SMILES: [CH3:31][OH:32].[H:29][H:30].[OH:1][CH:2]1[CH2:3][CH2:4][CH:5]([N:8]2[C:9](=[O:28])[C:10]3([CH2:11][CH2:12]2)[CH2:13][N:14]([C:18]([O:19][CH2:20][c:21]2[cH:22][cH:23][cH:24][cH:25][cH:26]2)=[O:27])[CH2:15][CH2:16][CH2:17]3)[CH2:6][CH2:7]1>>[OH:1][CH:2]1[CH2:3][CH2:4][CH:5]([N:8]2[C:9](=[O:28])[C:10]3([CH2:11][CH2:12]2)[CH2:13][NH:14][CH2:15][CH2:16][CH2:17]3)[CH2:6][CH2:7]1. Run in O1CCCC1 (tetrahydrofuran). Procedure details: To a solution of ethyl 1-ethyl-4-[methyl(2-thienylsulfonyl)amino]-1H-pyrrole-2-carboxylate (11.9 g) in tetrahydrofuran (200 mL) was slowly added lithium aluminum hydride (1.46 g) in small portions. The reaction mixture was stirred at room temperature for 1 hr, and water (1.5 mL), 15% aqueous sodium hydroxide solution (1.5 mL) and water (4.5 mL) were successively added to the reaction mixture under ice-cooling. The reaction mixture was stirred for 1 hr, the insoluble material was filtered off, an... Product: C(C)N1C=C(C=C1C=O)N(S(=O)(=O)C=1SC=CC1)C (N-(1-ethyl-5-formyl-1H-pyrrol-3-yl)-N-methylthiophene-2-sulfonamide). Yield: 91.6%. Reaction SMILES: [CH2:1]([N:3]1[CH:7]=[C:6]([N:8]([CH3:17])[S:9]([C:12]2[S:13][CH:14]=[CH:15][CH:16]=2)(=[O:11])=[O:10])[CH:5]=[C:4]1[C:18](OCC)=[O:19])[CH3:2].[H-].[Al+3].[Li+].[H-].[H-].[H-].O.[OH-].[Na+]>O1CCCC1>[CH2:1]([N:3]1[C:4]([CH:18]=[O:19])=[CH:5][C:6]([N:8]([CH3:17])[S:9]([C:12]2[S:13][CH:14]=[CH:15][CH:16]=2)(=[O:10])=[O:11])=[CH:7]1)[CH3:2] |f:1.2.3.4.5.6,8.9|. Run at time 1 hour. Reactants: C(C)N1C(=CC(=C1)N(S(=O)(=O)C=1SC=CC1)C)C(=O)OCC (ethyl 1-ethyl-4-[methyl(2-thienylsulfonyl)amino]-1H-pyrrole-2-carboxylate), [H-].[Al+3].[Li+].[H-].[H-].[H-] (lithium aluminum hydride), O (water), [OH-].[Na+] (sodium hydroxide), O (water).